Dataset: the Open Reaction Database (ORD), a public repository of structured organic reaction records. Task: describe an organic reaction: reactants, conditions, products, and yield Starting materials: CCNCC, C#CCN1CCCCC1, Cl[Pd-2](Cl)([PH](c1ccccc1)(c1ccccc1)c1ccccc1)[PH](c1ccccc1)(c1ccccc1)c1ccccc1, [Cu]I, Cc1ccccc1I. Product: Cc1ccccc1C#CCN1CCCCC1. As a reaction SMILES: [CH2:18]([NH:19][CH2:20][CH3:21])[CH3:22].[CH2:9]([C:10]#[CH:11])[N:12]1[CH2:13][CH2:14][CH2:15][CH2:16][CH2:17]1.[Cl:23][Pd-2:24]([Cl:25])([PH:26]([c:27]1[cH:28][cH:29][cH:30][cH:31][cH:32]1)([c:33]1[cH:34][cH:35][cH:36][cH:37][cH:38]1)[c:39]1[cH:40][cH:41][cH:42][cH:43][cH:44]1)[PH:45]([c:46]1[cH:47][cH:48][cH:49][cH:50][cH:51]1)([c:52]1[cH:53][cH:54][cH:55][cH:56][cH:57]1)[c:58]1[cH:59][cH:60][cH:61][cH:62][cH:63]1.[Cu:64][I:65].[I:1][c:2]1[c:3]([CH3:8])[cH:4][cH:5][cH:6][cH:7]1>>[c:2]1([C:11]#[C:10][CH2:9][N:12]2[CH2:13][CH2:14][CH2:15][CH2:16][CH2:17]2)[c:3]([CH3:8])[cH:4][cH:5][cH:6][cH:7]1. Reactants: CC(=O)CC(C)=O, C1CCNCC1, COc1c(C)cc(C=O)c2c1CCC2, Cc1ccccc1, CC(=O)O, CO, [H][H], [Pd]. Yields the product COc1c(C)cc(CC(C(C)=O)C(C)=O)c2c1CCC2. RXN SMILES: [C:15]([CH3:16])(=[O:17])[CH2:18][C:19]([CH3:20])=[O:21].[CH2:31]1[CH2:32][CH2:33][NH:34][CH2:35][CH2:36]1.[CH3:1][O:2][c:3]1[c:4]([CH3:14])[cH:5][c:6]([CH:12]=[O:13])[c:7]2[c:11]1[CH2:10][CH2:9][CH2:8]2.[CH3:24][c:25]1[cH:26][cH:27][cH:28][cH:29][cH:30]1.[CH3:37][C:38](=[O:39])[OH:40].[CH3:41][OH:42].[H:22][H:23].[Pd:43]>>[CH3:1][O:2][c:3]1[c:4]([CH3:14])[cH:5][c:6]([CH2:12][CH:18]([C:15]([CH3:16])=[O:17])[C:19]([CH3:20])=[O:21])[c:7]2[c:11]1[CH2:10][CH2:9][CH2:8]2. Reactants: C(C)OC([C@H](C)C(C(=O)O)C(=O)O)=O ((R)-2-(1-ethoxy-1-oxopropan-2-yl)malonic acid), NC(=O)N (urea), C(=O)(O)[O-].[Na+] (NaHCO3). Solvent: CC(=O)OC(=O)C (Ac2O). Yields the product O=C1NC(C(C(N1)=O)[C@H](C(=O)OCC)C)=O ((R)-ethyl 2-(2,4,6-trioxohexahydropyrimidin-5-yl)propanoate). As a reaction SMILES: [CH2:1]([O:3][C:4](=[O:14])[C@@H:5]([CH:7]([C:11]([OH:13])=O)[C:8]([OH:10])=O)[CH3:6])[CH3:2].[NH2:15][C:16]([NH2:18])=[O:17].C([O-])(O)=O.[Na+]>CC(OC(C)=O)=O>[O:17]=[C:16]1[NH:18][C:8](=[O:10])[CH:7]([C@@H:5]([CH3:6])[C:4]([O:3][CH2:1][CH3:2])=[O:14])[C:11](=[O:13])[NH:15]1 |f:2.3|. Procedure: The (R)-2-(1-ethoxy-1-oxopropan-2-yl)malonic acid (3.5 g, 0.017 mol) and the urea (1.03 g, 0.017 mol) was dissolved into Ac2O (20 ml) and then added to the reaction vessel of the microwave reactor and were allowed to react under microwave irradiation at 60° C. for half an hour. After cooled to rt, added NaHCO3 aqueous and extracted with EtOAc. The organic phase was dried and concentrated to afford (R)-ethyl 2-(2,4,6-trioxohexahydropyrimidin-5-yl)propanoate, which was purified by silica gel chrom... The reactants are ClC1=C2N=CN(C2=NC=N1)[C@@H]1SC[C@H]([C@@H]1O)O ((2R,3S,4S)-2-(6-chloro-9H-purin-9-yl)tetrahydrothiophen-3,4-diol), FC=1C=C(CN)C=CC1 (3-fluorobenzylamine). The solvent is C(C)O (ethanol). Yields the product FC=1C=C(CNC2=C3N=CN(C3=NC=N2)[C@@H]2SC[C@H]([C@H]2O)O)C=CC1 ((2R,3R,4S)-2-(6-(3-fluorobenzylamino)-9H-purin-9-yl)tetrahydrothiophen-3,4-diol). The yield is 82.0%. As a reaction SMILES: Cl[C:2]1[N:10]=[CH:9][N:8]=[C:7]2[C:3]=1[N:4]=[CH:5][N:6]2[C@H:11]1[C@@H:15]([OH:16])[C@H:14]([OH:17])[CH2:13][S:12]1.[F:18][C:19]1[CH:20]=[C:21]([CH:24]=[CH:25][CH:26]=1)[CH2:22][NH2:23]>C(O)C>[F:18][C:19]1[CH:20]=[C:21]([CH:24]=[CH:25][CH:26]=1)[CH2:22][NH:23][C:2]1[N:10]=[CH:9][N:8]=[C:7]2[C:3]=1[N:4]=[CH:5][N:6]2[C@H:11]1[C@H:15]([OH:16])[C@H:14]([OH:17])[CH2:13][S:12]1. Procedure details: (2R,3S,4S)-2-(6-chloro-9H-purin-9-yl)tetrahydrothiophen-3,4-diol (1 equivalent), prepared in Step 2, and 3-fluorobenzylamine (1.5 equivalents) were dissolved in ethanol (5 ml) at room temperature for 2-3 hrs with stirring. The reaction mixture was concentrated in a vacuum and the concentrate was purified through silica gel column chromatography using a mixture of dichloromethane:methanol (20:1, v/v) as an elution solvent to afford the object compound (0.11 g, 82%). Starting materials: CC1=CC(=C2C(=N1)N=C(N2)CC)C (5,7-dimethyl-2-ethylimidazo[4,5-b]pyridine), oil, N#N (N2), [N+](=O)([O-])C1=CC=C(CBr)C=C1 (p-nitrobenzyl bromide). Solvent: CN(C)C=O (DMF), C(Cl)Cl (CH2Cl2). Reaction conditions: time 5 minute. Product: CC1=CC(=C2C(=N1)N(C(=N2)CC)CC2=CC=C(C=C2)[N+](=O)[O-])C (5,7-dimethyl-2-ethyl-3-(4-nitrophenyl)methyl-3H-imidazo[4,5-b]pyridine). Isolated yield 76.7%. Reaction SMILES: [CH3:1][C:2]1[N:7]=[C:6]2[N:8]=[C:9]([CH2:11][CH3:12])[NH:10][C:5]2=[C:4]([CH3:13])[CH:3]=1.[N+:14]([C:17]1[CH:24]=[CH:23][C:20]([CH2:21]Br)=[CH:19][CH:18]=1)([O-:16])=[O:15].N#N>CN(C=O)C.C(Cl)Cl>[CH3:1][C:2]1[N:7]=[C:6]2[N:8]([CH2:21][C:20]3[CH:23]=[CH:24][C:17]([N+:14]([O-:16])=[O:15])=[CH:18][CH:19]=3)[C:9]([CH2:11][CH3:12])=[N:10][C:5]2=[C:4]([CH3:13])[CH:3]=1. Procedure details: To a solution of 5.0 g (1.0 eq, 28.6 mmol) 5,7-dimethyl-2-ethylimidazo[4,5-b]pyridine in 30 mL DMF under N2 at rt was added 1.37 g (1.2 eq, 34.3 mmol) of a 60% oil dispersion of NaB. After stirring for 5 minutes, 8.64 g (1.4 eq, 40.0 mmol) of p-nitrobenzyl bromide was added. The dark brown mixture was stirred for 2 hours under a blanket of N2 at rt. The mixture was diluted with 1 L CH2Cl2 and washed with 500 mL H2O and 500 mL saturated aqueous NaCl. The organic phase was dried over MgSO4 and con...